This data is from the Open Reaction Database (ORD), a public repository of structured organic reaction records. The task is: describe an organic reaction: reactants, conditions, products, and yield Starting materials: C(C(C)(C)C)OC(N(C)C)OCC(C)(C)C (N,N-Dimethylformamide dineopentyl acetal), ClC=1C=NC(NC1)=O (5-chloropyrimidin-2-one), OCC1(CSC1)C (3-hydroxymethyl-3-methylthietane). The solvent is CN(C=O)C (N,N-dimethylformamide). Conditions: temperature 100 celsius. The product is ClC=1C=NC(N(C1)CC1(CSC1)C)=O (5-Chloro-1-(3-methylthietan-3-ylmethyl)pyrimidin-2-one). Isolated yield 7.9%. RXN SMILES: C(OC(OCC(C)(C)C)N(C)C)C(C)(C)C.[Cl:17][C:18]1[CH:19]=[N:20][C:21](=[O:24])[NH:22][CH:23]=1.O[CH2:26][C:27]1([CH3:31])[CH2:30][S:29][CH2:28]1>CN(C)C=O>[Cl:17][C:18]1[CH:19]=[N:20][C:21](=[O:24])[N:22]([CH2:26][C:27]2([CH3:31])[CH2:30][S:29][CH2:28]2)[CH:23]=1. Procedure details: N,N-Dimethylformamide dineopentyl acetal (2.72 ml) was added to a stirred suspension of 5-chloropyrimidin-2-one (789 mg) and 3-hydroxymethyl-3-methylthietane (1.000 g) in dry N,N-dimethylformamide (15 ml) under nitrogen and the mixture was then heated at 100° C. After 42.5 h the reaction mixture was evaporated and the resulting black residue was dissolved in ethyl acetate (300 ml), washed with water (3×70 ml), dried (MgSO4) and evaporated to a dark brown gum. Trituration of the gum with diethyl ... The reactants are C(C)(C)(C)OC(=O)NC(C(=O)O)(C)C (2-tert-butoxycarbonylamino-2-methylpropionic acid), ON1N=NC2=C1N=CC=C2 (1-hydroxy-7-azabenzotriazole), Cl.C(C)N=C=NCCCN(C)C (1-ethyl-3-(3-dimethylaminopropyl)carbodiimide hydrochloride), CN(NC(=O)C1(CCN(CC1)C(C(CC1=CNC2=CC=CC=C12)N)=O)CC1=CC=CC=C1)C (1-(2-amino-3-(1H-indol-3-yl)propionyl)-4-benzylpiperidine-4-carboxylic acid N′,N′-dimethylhydrazide), C(C)(C)N(CC)C(C)C (diisopropylethylamine). Solvent: C(Cl)Cl (methylene chloride), C(Cl)Cl (Methylene chloride). Reaction conditions: time 30 minute. Yields the product C(C)(C)(C)OC(NC(C)(C)C(NC(C(=O)N1CCC(CC1)(C(=O)NN(C)C)CC1=CC=CC=C1)CC1=CNC2=CC=CC=C12)=O)=O ((1-(2-(4-benzyl-4-(N′,N′-dimethylhydrazinocarbonyl)piperidine-1-yl)-1-(1H-indol-3-ylmethyl)-2-oxoethylcarbamoyl)-1-methylethyl)carbamic acid tert-butyl ester). The yield is 67.1%. RXN SMILES: [C:1]([O:5][C:6]([NH:8][C:9]([CH3:14])([CH3:13])[C:10]([OH:12])=O)=[O:7])([CH3:4])([CH3:3])[CH3:2].ON1C2N=CC=CC=2N=N1.Cl.C(N=C=NCCCN(C)C)C.[CH3:37][N:38]([CH3:69])[NH:39][C:40]([C:42]1([CH2:62][C:63]2[CH:68]=[CH:67][CH:66]=[CH:65][CH:64]=2)[CH2:47][CH2:46][N:45]([C:48](=[O:61])[CH:49]([NH2:60])[CH2:50][C:51]2[C:59]3[C:54](=[CH:55][CH:56]=[CH:57][CH:58]=3)[NH:53][CH:52]=2)[CH2:44][CH2:43]1)=[O:41].C(N(C(C)C)CC)(C)C>C(Cl)Cl>[C:1]([O:5][C:6](=[O:7])[NH:8][C:9]([C:10](=[O:12])[NH:60][CH:49]([CH2:50][C:51]1[C:59]2[C:54](=[CH:55][CH:56]=[CH:57][CH:58]=2)[NH:53][CH:52]=1)[C:48]([N:45]1[CH2:44][CH2:43][C:42]([CH2:62][C:63]2[CH:68]=[CH:67][CH:66]=[CH:65][CH:64]=2)([C:40]([NH:39][N:38]([CH3:69])[CH3:37])=[O:41])[CH2:47][CH2:46]1)=[O:61])([CH3:14])[CH3:13])([CH3:2])([CH3:3])[CH3:4] |f:2.3|. Procedure: To a solution of 2-tert-butoxycarbonylamino-2-methylpropionic acid (0.18 g, 0.88 mmol) in methylene chloride (10 ml) was added 1-hydroxy-7-azabenzotriazole (0.12 mg, 0.88 mmol) and 1-ethyl-3-(3-dimethylaminopropyl)carbodiimide hydrochloride (0.12 g, 0.88 mmol) and the mixture was stirred for 30 min. Then 1-(2-amino-3-(1H-indol-3-yl)propionyl)-4-benzylpiperidine-4-carboxylic acid N′,N′-dimethylhydrazide (0.46 g, 0.73 mmol) and diisopropylethylamine (0.50 ml, 2.92 mmol) was added and the mixture w... The reactants are BrC=1C=C(C=NC1Cl)C(=O)O (5-bromo-6-chloro-3-pyridinecarboxylic acid), N[C@H]1[C@@H](CCCC1)O ((1R,2R)-2-amino-1-cyclohexanol), CN1N=CN=C1CO (1-methyl-1H-1,2,4-triazole-5-methanol), ClC1=CC=C(C=C1)B(O)O ((4-chloro-phenyl)-boronic acid). The product is ClC1=CC=C(C=C1)C=1C(=NC=C(C(=O)N[C@H]2[C@@H](CCCC2)O)C1)OCC=1N(N=CN1)C (5-(4-chloro-phenyl)-N-((1R,2R)-2-hydroxy-cyclohexyl)-6-(2-methyl-2H-[1,2,4]triazol-3-ylmethoxy)-nicotinamide). As a reaction SMILES: Br[C:2]1[CH:3]=[C:4]([C:9]([OH:11])=O)[CH:5]=[N:6][C:7]=1Cl.[CH3:12][N:13]1[C:17]([CH2:18][OH:19])=[N:16][CH:15]=[N:14]1.[Cl:20][C:21]1[CH:26]=[CH:25][C:24](B(O)O)=[CH:23][CH:22]=1.[NH2:30][C@@H:31]1[CH2:36][CH2:35][CH2:34][CH2:33][C@H:32]1[OH:37]>>[Cl:20][C:21]1[CH:26]=[CH:25][C:24]([C:2]2[C:7]([O:19][CH2:18][C:17]3[N:13]([CH3:12])[N:14]=[CH:15][N:16]=3)=[N:6][CH:5]=[C:4]([CH:3]=2)[C:9]([NH:30][C@@H:31]2[CH2:36][CH2:35][CH2:34][CH2:33][C@H:32]2[OH:37])=[O:11])=[CH:23][CH:22]=1. Reported procedure: The title compound was synthesized in analogy to Example 75, using 5-bromo-6-chloro-3-pyridinecarboxylic acid, 1-methyl-1H-1,2,4-triazole-5-methanol, (4-chloro-phenyl)-boronic acid and ((1R,2R)-2-amino-1-cyclohexanol as starting materials to yield 5-(4-chloro-phenyl)-N-((1R,2R)-2-hydroxy-cyclohexyl)-6-(2-methyl-2H-[1,2,4]triazol-3-ylmethoxy)-nicotinamide, MS (ISP) 442.1 (M+H)+. Starting materials: Brc1cncc(Br)c1, CN1CCCC1=O, [Na], O, OC1CCCCC1. Yields the product Brc1cncc(OC2CCCCC2)c1. RXN SMILES: [Br:9][c:10]1[cH:11][n:12][cH:13][c:14]([Br:15])[cH:16]1.[CH3:18][N:19]1[CH2:20][CH2:21][CH2:22][C:23]1=[O:24].[Na:1].[OH2:17].[OH:2][CH:3]1[CH2:4][CH2:5][CH2:6][CH2:7][CH2:8]1>>[O:2]([CH:3]1[CH2:4][CH2:5][CH2:6][CH2:7][CH2:8]1)[c:14]1[cH:13][n:12][cH:11][c:10]([Br:9])[cH:16]1. The reactants are O=C(n1ccnc1)n1ccnc1, ClCCl, O=C(O)c1cccnc1CCCSc1cccc(C(F)(F)F)c1, NCc1cccs1. The product is O=C(NCc1cccs1)c1cccnc1CCCSc1cccc(C(F)(F)F)c1. As a reaction SMILES: [C:1]([n:2]1[cH:3][cH:4][n:5][cH:6]1)([n:7]1[cH:8][cH:9][n:10][cH:11]1)=[O:12].[Cl:43][CH2:44][Cl:45].[F:13][C:14]([c:15]1[cH:16][c:17]([S:21][CH2:22][CH2:23][CH2:24][c:25]2[c:26]([C:27](=[O:28])[OH:29])[cH:30][cH:31][cH:32][n:33]2)[cH:18][cH:19][cH:20]1)([F:34])[F:35].[NH2:36][CH2:37][c:38]1[s:39][cH:40][cH:41][cH:42]1>>[F:13][C:14]([c:15]1[cH:16][c:17]([S:21][CH2:22][CH2:23][CH2:24][c:25]2[c:26]([C:27](=[O:29])[NH:36][CH2:37][c:38]3[s:39][cH:40][cH:41][cH:42]3)[cH:30][cH:31][cH:32][n:33]2)[cH:18][cH:19][cH:20]1)([F:34])[F:35].